Dataset: the Open Reaction Database (ORD), a public repository of structured organic reaction records. Task: describe an organic reaction: reactants, conditions, products, and yield The reactants are C1(CCCCCCCCCCC1)=NO (cyclododecanone oxime), C1CCCCCCCCCCC1 (Cyclododecane), N(=O)OC(C)(C)C (t-butyl nitrite), ON1C(C=2C(C1=O)=CC=CC2)=O (N-hydroxyphthalimide), [N+](=O)([O-])C1CCCCCCCCCCC1 (nitrocyclododecane). The solvent is C(C)(=O)O (acetic acid). Reaction conditions: temperature 80 celsius, time 20 hour. The product is C1(CCCCCCCCCCC1)=O (cyclododecanone). As a reaction SMILES: [CH2:1]1[CH2:12][CH2:11][CH2:10][CH2:9][CH2:8][CH2:7][CH2:6][CH2:5][CH2:4][CH2:3][CH2:2]1.N(OC(C)(C)C)=[O:14].ON1C(=O)C2=CC=CC=C2C1=O.C1(=NO)CCCCCCCCCCC1.[N+](C1CCCCCCCCCCC1)([O-])=O>C(O)(=O)C>[C:1]1(=[O:14])[CH2:12][CH2:11][CH2:10][CH2:9][CH2:8][CH2:7][CH2:6][CH2:5][CH2:4][CH2:3][CH2:2]1. Procedure: Cyclododecane (1 ml), t-butyl nitrite (1 mmol), N-hydroxyphthalimide (0.2 mmol), and acetic acid (1 ml) were placed in a flask and were stirred at 80° C. in an atmosphere of argon gas (1 atm=0.101 MPa) for 20 hours. The resulting reaction mixture was analyzed to find that cyclododecanone oxime, nitrocyclododecane, and cyclododecanone were formed in yields of 41%, 4%, and 9%, respectively. The reactants are ClC1=CC(=NC2=CC=C(C=C12)C(=O)OC)N1CCS(C2=C(C1)C=CC=C2)(=O)=O (methyl 4-chloro-2-(1,1-dioxido-2,3-dihydro-1,4-benzothiazepin-4 (5H)-yl)quinoline-6-carboxylate), [BH4-].[Na+] (sodium borohydride). Solvent: O (water), O1CCCC1 (tetrahydrofuran). The product is ClC1=CC(=NC2=CC=C(C=C12)CO)N1CCS(C2=C(C1)C=CC=C2)(=O)=O (4-Chloro-2-(1,1-dioxido-2,3-dihydro-1,4-benzothiazepin-4(5H)-yl)-quinoline-6-methanol). The yield is 75.0%. RXN SMILES: [Cl:1][C:2]1[C:11]2[C:6](=[CH:7][CH:8]=[C:9]([C:12](OC)=[O:13])[CH:10]=2)[N:5]=[C:4]([N:16]2[CH2:22][C:21]3[CH:23]=[CH:24][CH:25]=[CH:26][C:20]=3[S:19](=[O:28])(=[O:27])[CH2:18][CH2:17]2)[CH:3]=1.[BH4-].[Na+]>O1CCCC1.O>[Cl:1][C:2]1[C:11]2[C:6](=[CH:7][CH:8]=[C:9]([CH2:12][OH:13])[CH:10]=2)[N:5]=[C:4]([N:16]2[CH2:22][C:21]3[CH:23]=[CH:24][CH:25]=[CH:26][C:20]=3[S:19](=[O:28])(=[O:27])[CH2:18][CH2:17]2)[CH:3]=1 |f:1.2|. Reported procedure: To a solution of methyl 4-chloro-2-(1,1-dioxido-2,3-dihydro-1,4-benzothiazepin-4 (5H)-yl)quinoline-6-carboxylate (2.0 g, 4.8 mmol) in tetrahydrofuran (50 mL) was added sodium borohydride (729 mg, 19.2 mmol). After being refluxed for 60 hours, the reaction mixture was diluted with water (30 mL) and extracted with dichloromethane (50 mL×2). The combined organic layers were dried over sodium sulfate and concentrated in vacuo to afford 1.4 g of the crude product. The reactants are CC(=O)OC(C)=O, [N-]=[N+]=Nc1cccc2c1C(=O)OC2=O, Nc1ccc(C(=O)O)cc1, C1COCCO1. Product: [N-]=[N+]=Nc1cccc2c1C(=O)N(c1ccc(C(=O)O)cc1)C2=O. Reaction SMILES: [CH3:25][C:26]([O:27][C:28](=[O:29])[CH3:30])=[O:31].[N:1](=[N+:2]=[N-:3])[c:4]1[c:5]2[c:6]([cH:12][cH:13][cH:14]1)[C:7](=[O:8])[O:9][C:10]2=[O:11].[NH2:15][c:16]1[cH:17][cH:18][c:19]([C:20](=[O:21])[OH:22])[cH:23][cH:24]1.[O:32]1[CH2:33][CH2:34][O:35][CH2:36][CH2:37]1>>[N:1](=[N+:2]=[N-:3])[c:4]1[c:5]2[c:6]([cH:12][cH:13][cH:14]1)[C:7](=[O:9])[N:15]([c:16]1[cH:17][cH:18][c:19]([C:20](=[O:21])[OH:22])[cH:23][cH:24]1)[C:10]2=[O:11]. Starting materials: C=CCOCCCC(NC(=O)OC(C)(C)C)C(=O)N1CC(Oc2nccc3cc(OC)ccc23)CC1C(=O)NC1(C(=O)OCC)CC1C=C, c1ccccc1. Yields the product CCOC(=O)C12CC1C=CCOCCCC(NC(=O)OC(C)(C)C)C(=O)N1CC(Oc3nccc4cc(OC)ccc34)CC1C(=O)N2. Reaction SMILES: [CH2:1]([CH3:2])[O:3][C:4](=[O:5])[C:6]1([NH:11][C:12](=[O:13])[CH:14]2[N:15]([C:32]([CH:33]([CH2:34][CH2:35][CH2:36][O:37][CH2:38][CH:39]=[CH2:40])[NH:41][C:42](=[O:43])[O:44][C:45]([CH3:46])([CH3:47])[CH3:48])=[O:49])[CH2:16][CH:17]([O:19][c:20]3[n:21][cH:22][cH:23][c:24]4[cH:25][c:26]([O:30][CH3:31])[cH:27][cH:28][c:29]34)[CH2:18]2)[CH:7]([CH:9]=[CH2:10])[CH2:8]1.[cH:50]1[cH:51][cH:52][cH:53][cH:54][cH:55]1>>[CH2:1]([CH3:2])[O:3][C:4](=[O:5])[C:6]12[CH:7]([CH2:8]1)[CH:9]=[CH:10][CH2:38][O:37][CH2:36][CH2:35][CH2:34][CH:33]([NH:41][C:42](=[O:43])[O:44][C:45]([CH3:46])([CH3:47])[CH3:48])[C:32](=[O:49])[N:15]1[CH:14]([C:12](=[O:13])[NH:11]2)[CH2:18][CH:17]([O:19][c:20]2[n:21][cH:22][cH:23][c:24]3[cH:25][c:26]([O:30][CH3:31])[cH:27][cH:28][c:29]23)[CH2:16]1. Starting materials: ClC1=C2C(C(C(C2=CC=C1)OC(C)=O)(C)C)O (acetic acid 4-chloro-3-hydroxy-2,2-dimethyl-indan-1-yl ester), N1C=NC(=C1)C(=O)OC (methyl 4-imidazolecarboxylate), C1(=CC=CC=C1)P(C1=CC=CC=C1)C1=CC=CC=C1 (triphenylphosphine), N(=NC(=O)OC(C)(C)C)C(=O)OC(C)(C)C (di-t-butyl azodicarboxylate), Cl (HCl), O1CCOCC1 (dioxane). Run in C1CCOC1 (THF). Reaction conditions: temperature 0 celsius, time 12 hour. Yields the product COC(=O)C=1N(C=NC1)C1C(C(C2=CC=CC(=C12)Cl)OC(C)=O)(C)C (3-(3-acetoxy-7-chloro-2,2-dimethyl-indan-1-yl)-3H-imidazole-4-carboxylic acid methyl ester). Reaction SMILES: [Cl:1][C:2]1[CH:10]=[CH:9][CH:8]=[C:7]2[C:3]=1[CH:4](O)[C:5]([CH3:16])([CH3:15])[CH:6]2[O:11][C:12](=[O:14])[CH3:13].[NH:18]1[CH:22]=[C:21]([C:23]([O:25][CH3:26])=[O:24])[N:20]=[CH:19]1.C1(P(C2C=CC=CC=2)C2C=CC=CC=2)C=CC=CC=1.N(C(OC(C)(C)C)=O)=NC(OC(C)(C)C)=O.Cl.O1CCOCC1>C1COCC1>[CH3:26][O:25][C:23]([C:21]1[N:20]([CH:4]2[C:3]3[C:7](=[CH:8][CH:9]=[CH:10][C:2]=3[Cl:1])[CH:6]([O:11][C:12](=[O:14])[CH3:13])[C:5]2([CH3:16])[CH3:15])[CH:19]=[N:18][CH:22]=1)=[O:24]. Procedure: To a solution of acetic acid 4-chloro-3-hydroxy-2,2-dimethyl-indan-1-yl ester (1.55 g, 6.1 mmol) in THF (30 mL) is added methyl 4-imidazolecarboxylate (CAS#17325-26-7, 1.53 g, 12.2 mmol), and triphenylphosphine (3.2 g, 12.2 mmol). The reaction is cooled to 0° C. and di-t-butyl azodicarboxylate (2.81 g, 12.2 mmol) is added. The reaction is placed at room temperature and permitted to stir for ca. 12 hours and then is heated to 40° C. for 1.5 hours. The reaction mixture is cooled to 0° C., quenched... Reactants: C1CCOC1, COC(C(=O)NC1CSc2ccccc2NC1=O)C1OC(C)(C)OC(C=CC(C)(C)C)C1O, Cl, [Na+], [OH-]. Product: COC(C(=O)NC1CSc2ccccc2NC1=O)C(O)C(O)C(O)C=CC(C)(C)C. As a reaction SMILES: [CH2:37]1[O:38][CH2:39][CH2:40][CH2:41]1.[CH3:1][C:2]([CH:3]=[CH:4][CH:5]1[CH:6]([OH:31])[CH:7]([CH:13]([C:14](=[O:15])[NH:16][CH:17]2[CH2:18][S:19][c:20]3[c:21]([cH:25][cH:26][cH:27][cH:28]3)[NH:22][C:23]2=[O:24])[O:29][CH3:30])[O:8][C:9]([CH3:11])([CH3:12])[O:10]1)([CH3:32])[CH3:33].[ClH:34].[Na+:36].[OH-:35]>>[CH3:1][C:2]([CH:3]=[CH:4][CH:5]([CH:6]([CH:7]([OH:8])[CH:13]([C:14](=[O:15])[NH:16][CH:17]1[CH2:18][S:19][c:20]2[c:21]([cH:25][cH:26][cH:27][cH:28]2)[NH:22][C:23]1=[O:24])[O:29][CH3:30])[OH:31])[OH:10])([CH3:32])[CH3:33]. The reactants are C(=O)(OC(C)(C)C)N[C@@H](CCC1=CC=CC=C1)C(=O)O (Boc-(L)-homophenylalanine), C1NCC[C@@H]2CCCC[C@H]12 ((±)-cis-decahydroisoquinoline), NC1=C(C=C(C=C1Cl)S(=O)(=O)Cl)Cl (4-amino-3,5-dichlorobenzenesulfonyl chloride). Product: NC1=C(C=C(C=C1Cl)S(=O)(=O)N[C@@H](CCC1=CC=CC=C1)C(=O)N1C[C@H]2CCCC[C@H]2CC1)Cl (4-amino-3,5-dichloro-N-{(1S)-1-[(cis)-octahydroisoquinolin-2(1H) -ylcarbonyl]-3-phenylpropyl}benzenesulfonamide). RXN SMILES: C([NH:8][C@H:9]([C:18]([OH:20])=O)[CH2:10][CH2:11][C:12]1[CH:17]=[CH:16][CH:15]=[CH:14][CH:13]=1)(OC(C)(C)C)=O.[CH2:21]1[C@@H:30]2[C@@H:25]([CH2:26][CH2:27][CH2:28][CH2:29]2)[CH2:24][CH2:23][NH:22]1.[NH2:31][C:32]1[C:37]([Cl:38])=[CH:36][C:35]([S:39](Cl)(=[O:41])=[O:40])=[CH:34][C:33]=1[Cl:43]>>[NH2:31][C:32]1[C:37]([Cl:38])=[CH:36][C:35]([S:39]([NH:8][C@H:9]([C:18]([N:22]2[CH2:23][CH2:24][C@H:25]3[C@H:30]([CH2:29][CH2:28][CH2:27][CH2:26]3)[CH2:21]2)=[O:20])[CH2:10][CH2:11][C:12]2[CH:13]=[CH:14][CH:15]=[CH:16][CH:17]=2)(=[O:41])=[O:40])=[CH:34][C:33]=1[Cl:43]. Procedure details: Example 115 is prepared from Boc-(L)-homophenylalanine, (±)-cis-decahydroisoquinoline, and 4-amino-3,5-dichlorobenzenesulfonyl chloride in the same manner that Example 1 is synthesized. ESI MS: Calc: 523.2; Found: 524.3 (M+H)+.